This data is from the Open Reaction Database (ORD), a public repository of structured organic reaction records. The task is: describe an organic reaction: reactants, conditions, products, and yield Reactants: [OH-].[Na+] (sodium hydroxide), COC1=CC=C(C=C1)C=1C=2C=CC(=CC2C(CC1)(C)C)[Se]C#CC1=CC=C(C(=O)OC)C=C1 (methyl 4-[5-(4-methoxyphenyl)-8,8-dimethyl-7,8-dihydro-2-naphthylselanylethynyl]benzoate), Cl (hydrochloric acid). The reagents and catalysts are O (water). The solvent is O1CCCC1 (tetrahydrofuran). Conditions: time 2 hour. The product is COC1=CC=C(C=C1)C=1C=2C=CC(=CC2C(CC1)(C)C)[Se]C#CC1=CC=C(C(=O)O)C=C1 (4-[5-(4-Methoxyphenyl)-8,8-dimethyl-7,8-dihydro-2-naphthylselanylethynyl]benzoic acid). As a reaction SMILES: [CH3:1][O:2][C:3]1[CH:8]=[CH:7][C:6]([C:9]2[C:10]3[CH:11]=[CH:12][C:13]([Se:21][C:22]#[C:23][C:24]4[CH:33]=[CH:32][C:27]([C:28]([O:30]C)=[O:29])=[CH:26][CH:25]=4)=[CH:14][C:15]=3[C:16]([CH3:20])([CH3:19])[CH2:17][CH:18]=2)=[CH:5][CH:4]=1.[OH-].[Na+].Cl>O1CCCC1.O>[CH3:1][O:2][C:3]1[CH:4]=[CH:5][C:6]([C:9]2[C:10]3[CH:11]=[CH:12][C:13]([Se:21][C:22]#[C:23][C:24]4[CH:25]=[CH:26][C:27]([C:28]([OH:30])=[O:29])=[CH:32][CH:33]=4)=[CH:14][C:15]=3[C:16]([CH3:20])([CH3:19])[CH2:17][CH:18]=2)=[CH:7][CH:8]=1 |f:1.2|. Reported procedure: 0.31 g (0.62 mmol) of methyl 4-[5-(4-methoxyphenyl)-8,8-dimethyl-7,8-dihydro-2-naphthylselanylethynyl]benzoate is dissolved in 10 ml of tetrahydrofuran and 2 drops of water. 0.075 g (1.86 mmol) of sodium hydroxide is added. The medium is stirred for 2 hours, acidified with 2N hydrochloric acid solution and then extracted with ethyl acetate. The solid obtained is purified by chromatography (eluent: 3/7 heptane/ethyl acetate). A white solid is obtained (0.28 g; yield=94%; m.p.=167° C.).